From a dataset of the Open Reaction Database (ORD), a public repository of structured organic reaction records. describe an organic reaction: reactants, conditions, products, and yield As a reaction SMILES: [OH:1][CH2:2][CH2:3][C:4]1[CH:9]=[CH:8][C:7]([OH:10])=[CH:6][CH:5]=1.[Cl:11][C:12]1[CH:13]=[C:14](B(O)O)[CH:15]=[CH:16][C:17]=1[F:18]>>[Cl:11][C:12]1[CH:13]=[C:14]([CH:15]=[CH:16][C:17]=1[F:18])[O:10][C:7]1[CH:8]=[CH:9][C:4]([CH2:3][CH2:2][OH:1])=[CH:5][CH:6]=1. The product is ClC=1C=C(OC2=CC=C(C=C2)CCO)C=CC1F (2-[4-(3-Chloro-4-fluoro-phenoxy)-phenyl]-ethanol). Starting materials: OCCC1=CC=C(C=C1)O (4-(2-hydroxyethyl)phenol), ClC=1C=C(C=CC1F)B(O)O ((3-chloro-4-fluorophenyl)boronic acid). Reported procedure: The title compound was prepared by a procedure similar to that described for D120 starting from 4-(2-hydroxyethyl)phenol and (3-chloro-4-fluorophenyl)boronic acid. As a reaction SMILES: [BrH:25].[CH2:2]([CH3:3])[NH:4][CH:5]1[CH2:6][N:7]([CH2:20][CH2:21][CH2:22][O:23][CH3:24])[S:8](=[O:18])(=[O:19])[c:9]2[c:10]1[cH:11][c:12]([S:14](=[O:15])(=[O:16])[NH2:17])[s:13]2.[ClH:1]>>[CH2:2]([CH3:3])[NH:4][CH:5]1[CH2:6][N:7]([CH2:20][CH2:21][CH2:22][Br:25])[S:8](=[O:18])(=[O:19])[c:9]2[c:10]1[cH:11][c:12]([S:14](=[O:15])(=[O:16])[NH2:17])[s:13]2. The product is CCNC1CN(CCCBr)S(=O)(=O)c2sc(S(N)(=O)=O)cc21. Reactants: Br, CCNC1CN(CCCOC)S(=O)(=O)c2sc(S(N)(=O)=O)cc21, Cl. The reactants are [K+].[Br-] (KBr), ClC=1C=C(C=CC1)C(CNC(CC1=CC2=C(OC(O2)(C(=O)O)C(=O)O)C=C1)C)O (5-{2-[2-(3-chloro-phenyl)-2-hydroxy-ethylamino]-propyl}-benzo[1,3]dioxole-2,2-dicarboxylic acid), CC1(CC1)CO (1-methylcyclopropyl-methanol), Cl (HCl). The solvent is C(Cl)(Cl)Cl (CHCl3). Product: CC1(CC1)COC(=O)C1(OC2=C(O1)C=CC(=C2)CC(C)NCC(O)C2=CC(=CC=C2)Cl)C(=O)OCC2(CC2)C (5-{2-[2-(3-Chloro-phenyl)-2-hydroxy-ethylamino]-propyl}-benzo[1,3]dioxole-2,2-dicarboxylic acid bis-(1-methyl-cyclopropylmethyl) ester). RXN SMILES: [Cl:1][C:2]1[CH:3]=[C:4]([CH:8]([OH:29])[CH2:9][NH:10][CH:11]([CH3:28])[CH2:12][C:13]2[CH:27]=[CH:26][C:16]3[O:17][C:18]([C:23]([OH:25])=[O:24])([C:20]([OH:22])=[O:21])[O:19][C:15]=3[CH:14]=2)[CH:5]=[CH:6][CH:7]=1.[CH3:30][C:31]1([CH2:34]O)[CH2:33][CH2:32]1.Cl.[K+].[Br-]>C(Cl)(Cl)Cl>[CH3:30][C:31]1([CH2:34][O:24][C:23]([C:18]2([C:20]([O:22][CH2:30][C:31]3([CH3:34])[CH2:33][CH2:32]3)=[O:21])[O:17][C:16]3[CH:26]=[CH:27][C:13]([CH2:12][CH:11]([NH:10][CH2:9][CH:8]([C:4]4[CH:5]=[CH:6][CH:7]=[C:2]([Cl:1])[CH:3]=4)[OH:29])[CH3:28])=[CH:14][C:15]=3[O:19]2)=[O:25])[CH2:33][CH2:32]1 |f:3.4|. Procedure details: The title compound was prepared from 5-{2-[2-(3-chloro-phenyl)-2-hydroxy-ethylamino]-propyl}-benzo[1,3]dioxole-2,2-dicarboxylic acid and 1-methylcyclopropyl-methanol according to the procedure of Example 30 as a white solid (HCl salt); 1H NMR (CDCl3) δ 0.39 (m, 4H), 0.52 (m, 4H), 1.10, (s, 6H), 1.32 (d, J=6.5 Hz, 3H), 2.80 (m, 1H), 3.19 (m, 2H), 3.48 (m, 2H), 4.10 (s, 4H), 5.50 (bd, 1H), 5.70 (bs, 1H), 6.80 (m, 3H), 7.25 (m, 2H), 7.45 (s, 1H), 8.70 (bs, 1H), 10.10 (bs, 1H); IR (KBr): 1763 cm-1 (... Reactants: CC1(OC[C@@H](O1)CONC(=O)C=1C=C2N(C=NC=C2)C1NC1=C(C=C(C=C1)SC)F)C (7-(2-fluoro-4-methylsulfanyl-phenylamino)-pyrrolo[1,2-c]pyrimidine-6-carboxylic acid ((R)-2,2-dimethyl-[1,3]dioxolan-4-ylmethoxy)-amide), Cl (hydrochloric acid), O1CCOCC1 (dioxane). The solvent is CO (methanol), C(C)(=O)OCC (ethyl acetate). Reaction conditions: time 1 hour. The product is O[C@@H](CONC(=O)C=1C=C2N(C=NC=C2)C1NC1=C(C=C(C=C1)SC)F)CO (7-(2-Fluoro-4-methylsulfanyl-phenylamino)-pyrrolo[1,2-c]pyrimidine-6-carboxylic acid ((R)-2,3-dihydroxy-propoxy)-amide). Isolated yield 43.9%. Reaction SMILES: CC1(C)[O:6][C@@H:5]([CH2:7][O:8][NH:9][C:10]([C:12]2[CH:13]=[C:14]3[CH:19]=[CH:18][N:17]=[CH:16][N:15]3[C:20]=2[NH:21][C:22]2[CH:27]=[CH:26][C:25]([S:28][CH3:29])=[CH:24][C:23]=2[F:30])=[O:11])[CH2:4][O:3]1.Cl.O1CCOCC1>CO.C(OCC)(=O)C>[OH:6][C@H:5]([CH2:4][OH:3])[CH2:7][O:8][NH:9][C:10]([C:12]1[CH:13]=[C:14]2[CH:19]=[CH:18][N:17]=[CH:16][N:15]2[C:20]=1[NH:21][C:22]1[CH:27]=[CH:26][C:25]([S:28][CH3:29])=[CH:24][C:23]=1[F:30])=[O:11]. Procedure details: To a solution of 7-(2-fluoro-4-methylsulfanyl-phenylamino)-pyrrolo[1,2-c]pyrimidine-6-carboxylic acid ((R)-2,2-dimethyl-[1,3]dioxolan-4-ylmethoxy)-amide (246 mg, 0.56 mmol) in methanol (1 mL) was added a solution of hydrochloric acid in dioxane (1 mL, 4M, 4 mmol). The reaction was stirred at room temperature for 1 hour then diluted with ethyl acetate (5 mL), washed with saturated aqueous sodium bicarbonate solution (10 mL) and the aqueous fraction extracted twice with ethyl acetate (2×10 mL). Th... Reactants: CC(C)C(C)(N)C#N, O=S(=O)(O)O. Yields the product CC(C)C(C)(N)C(N)=O. Reaction SMILES: [NH2:1][C:2]([C:3]#[N:4])([CH:5]([CH3:6])[CH3:7])[CH3:8].[S:9]([OH:10])(=[O:11])(=[O:12])[OH:13]>>[NH2:1][C:2]([C:3]([NH2:4])=[O:10])([CH:5]([CH3:6])[CH3:7])[CH3:8]. The reactants are CO, Cl, O=CN1CCN(CCCO)CC1. Product: OCCCN1CCNCC1. As a reaction SMILES: [CH3:13][OH:14].[ClH:15].[OH:1][CH2:2][CH2:3][CH2:4][N:5]1[CH2:6][CH2:7][N:8]([CH:11]=[O:12])[CH2:9][CH2:10]1>>[OH:1][CH2:2][CH2:3][CH2:4][N:5]1[CH2:6][CH2:7][NH:8][CH2:9][CH2:10]1. The reactants are C(C1=CC=CC=C1)N1CCC2(C(NC(O2)=O)=O)CC1 (8-benzyl-3,8-diaza-1-oxaspiro[4.5]decane-2,4-dione), C(C)(=O)O (acetic acid), Cl (hydrochloric acid). The reagents and catalysts are [Pd] (palladium on carbon). The solvent is O (water). Conditions: time 12 hour. Product: O1C(NC(C12CCNCC2)=O)=O (3,8-diaza-1-oxaspiro[4.5]decane-2,4-dione). The yield is 69.0%. As a reaction SMILES: C([N:8]1[CH2:19][CH2:18][C:11]2([O:15][C:14](=[O:16])[NH:13][C:12]2=[O:17])[CH2:10][CH2:9]1)C1C=CC=CC=1.C(O)(=O)C.Cl>[Pd].O>[O:15]1[C:11]2([CH2:18][CH2:19][NH:8][CH2:9][CH2:10]2)[C:12](=[O:17])[NH:13][C:14]1=[O:16]. Procedure details: A mixture of 8-benzyl-3,8-diaza-1-oxaspiro[4.5]decane-2,4-dione (1.1 g, 4.2 mmol), 10% palladium on carbon (330 mg), acetic acid 10 mL, concentrated hydrochloric acid (2 mL) and water (20 mL) was hydrogenated approximately 12 hours at 15 psi of pressure. The mixture was filtered and concentrated and the residue was crystallized from isopropanol to give 3,8-diaza-1-oxaspiro[4.5]decane-2,4-dione (0.6 g, 2.9 mmol).